This data is from the Open Reaction Database (ORD), a public repository of structured organic reaction records. The task is: describe an organic reaction: reactants, conditions, products, and yield Reactants: C(C)(C)OC(C)C (diisopropylether), CC1=CC(=C(C=C1)N)N (4-methyl-1,2-phenylenediamine), C(=O)(N1C=NC=C1)N1C=NC=C1 (1,1′-carbonyldiimidazole). Solvent: O1CCCC1 (tetrahydrofuran), ClCCl (dichloromethane). Reaction conditions: time 6.5 hour. Yields the product CC1=CC2=C(NC(N2)=O)C=C1 (5-methyl-1,3-dihydrobenzimidazol-2-one). The yield is 81.1%. Reaction SMILES: [CH3:1][C:2]1[CH:7]=[CH:6][C:5]([NH2:8])=[C:4]([NH2:9])[CH:3]=1.[C:10](N1C=CN=C1)(N1C=CN=C1)=[O:11].C(OC(C)C)(C)C>O1CCCC1.ClCCl>[CH3:1][C:2]1[CH:7]=[CH:6][C:5]2[NH:8][C:10](=[O:11])[NH:9][C:4]=2[CH:3]=1. Procedure details: To a solution of 4-methyl-1,2-phenylenediamine (1) (25 g) in tetrahydrofuran (375 mL) was added dropwise a solution of 1,1′-carbonyldiimidazole (36.5 g) in dichloromethane (375 mL). After stirring at room temperature for 6.5 hr, diisopropylether (375 mL) was added to the reaction mixture. After stirring at room temperature, the resulting precipitate was collected by filtration. The precipitate was washed with diisopropyl ether, and dried under reduced pressure to give 5-methyl-1,3-dihydrobenzimi... The reactants are BrCC(=O)C1=CC(=CC(=C1)OCC1=CC=CC=C1)OCC1=CC=CC=C1 (2-bromo-1-[3,5-bis(phenylmethoxy)phenyl]ethanone), Intermediate 32, C(C)(C)N(C(C)C)CC (N,N-diisopropylethylamine), C1CCOC1 (THF). Product: CC(CCCCCOCCC1=CC=CC=C1)(C)C(C(=O)C1=CC(=CC(=C1)OCC1=CC=CC=C1)OCC1=CC=CC=C1)NCC1=CC=CC=C1 ([1,1-Dimethyl-6-(2-phenylethoxy)hexyl](phenylmethyl)amino-1-[3,5-bis(phenylmethoxy)phenyl]ethanone). As a reaction SMILES: Br[CH2:2][C:3]([C:5]1[CH:10]=[C:9]([O:11][CH2:12][C:13]2[CH:18]=[CH:17][CH:16]=[CH:15][CH:14]=2)[CH:8]=[C:7]([O:19][CH2:20][C:21]2[CH:26]=[CH:25][CH:24]=[CH:23][CH:22]=2)[CH:6]=1)=[O:4].C([N:30]([CH2:34][CH3:35])C(C)C)(C)C.[CH2:36]1[CH2:40][O:39][CH2:38][CH2:37]1>>[CH3:26][C:21]([CH:2]([NH:30][CH2:34][C:35]1[CH:15]=[CH:14][CH:13]=[CH:18][CH:17]=1)[C:3]([C:5]1[CH:10]=[C:9]([O:11][CH2:12][C:13]2[CH:18]=[CH:17][CH:16]=[CH:15][CH:14]=2)[CH:8]=[C:7]([O:19][CH2:20][C:21]2[CH:26]=[CH:25][CH:24]=[CH:23][CH:22]=2)[CH:6]=1)=[O:4])([CH3:20])[CH2:22][CH2:23][CH2:24][CH2:36][CH2:40][O:39][CH2:38][CH2:37][C:8]1[CH:7]=[CH:6][CH:5]=[CH:10][CH:9]=1. Procedure details: A solution of 2-bromo-1-[3,5-bis(phenylmethoxy)phenyl]ethanone (2.5 g), Intermediate 32 (2.0 g) and N,N-diisopropylethylamine (0.77 g) in THF (25 ml) was stirred at room temperature for 2 h and refluxed for 20 h. ER (100 ml) was added and the resulting suspension was filtered, the filtrate was evaporated and the residue was purified by [C] eluting with cyclohexane-ER (4:1) to give the title compound as a pale yellow oil (1.2g). T.l.c. (cyclohexane-ER 3:1) Rf 0.4 Reactants: ClC1=CC=CC=2C(CC21)C#N (3-chloro-1-cyanobenzocyclobutane), [OH-].[K+] (potassium hydroxide), O (water). Run in C(C)O (ethanol). Conditions: time 8 hour. Product: ClC1=CC=CC=2C(=CC21)C(=O)O (3-Chlorobenzocyclobutene-1-carboxylic acid). As a reaction SMILES: [Cl:1][C:2]1[C:9]2[CH2:8][CH:7]([C:10]#N)[C:6]=2[CH:5]=[CH:4][CH:3]=1.[OH-:12].[K+].[OH2:14]>C(O)C>[Cl:1][C:2]1[C:9]2[CH:8]=[C:7]([C:10]([OH:14])=[O:12])[C:6]=2[CH:5]=[CH:4][CH:3]=1 |f:1.2|. Procedure details: 5.0 g of 3-chloro-1-cyanobenzocyclobutane (prepared according to the process described in Patent EP 119,107) are added to a solution of 6.0 g of potassium hydroxide in 58 ml of ethanol The mixture is stirred at room temperature overnight. 7.5 ml of water are then added and the mixture is heated to reflux for 6 hours. The ethanol is evaporated off to dryness. The residue is taken up with water and the aqueous phase is washed with ethyl ether, then acidified (pH 1) with 1N hydrochloric acid and ex... Reactants: P(O)(O)(O)=O (phosphoric acid), C1(CCCCCN1)=O (caprolactam). The solvent is O (water), O (water). The product is P(=O)(O)(O)O.C1(CCCCCN1)=O (Caprolactam Dihydrogen Phosphate). As a reaction SMILES: [C:1]1(=[O:8])[NH:7][CH2:6][CH2:5][CH2:4][CH2:3][CH2:2]1.[P:9](=[O:13])([OH:12])([OH:11])[OH:10]>O>[P:9]([OH:13])([OH:12])([OH:11])=[O:10].[C:1]1(=[O:8])[NH:7][CH2:6][CH2:5][CH2:4][CH2:3][CH2:2]1 |f:3.4|. Procedure: To a 100 ml flask containing 11.32 g of caprolactam (0.1 mol), 30 ml water was added and stirred for dissolution. 11.53 g of 85% phosphoric acid (0.1 mol) was added dropwise into the flask over 30 min at room temperature. Then the reaction was stirred for another 12 hours. Desired product was formed after water was removed under reduced pressure and dried at 110° C. under 1–5 mmHg for 1 hour. The white, moisture- and water-stable solid of caprolactam dihydrogen phosphate was obtained with a yiel...